This data is from the Open Reaction Database (ORD), a public repository of structured organic reaction records. The task is: describe an organic reaction: reactants, conditions, products, and yield Reactants: Cc1ccc(CS(=O)(=O)c2cnn3c2N(Cc2ccccc2)C(c2ccccc2)CC3(C)C)cc1, [Li]CCCC, C1CCOC1, CI. Yields the product Cc1ccc(C(C)S(=O)(=O)c2cnn3c2N(Cc2ccccc2)C(c2ccccc2)CC3(C)C)cc1. Reaction SMILES: [CH2:1]([c:2]1[cH:3][cH:4][cH:5][cH:6][cH:7]1)[N:8]1[c:9]2[n:10]([n:22][cH:23][c:24]2[S:25](=[O:26])(=[O:27])[CH2:28][c:29]2[cH:30][cH:31][c:32]([CH3:35])[cH:33][cH:34]2)[C:11]([CH3:20])([CH3:21])[CH2:12][CH:13]1[c:14]1[cH:15][cH:16][cH:17][cH:18][cH:19]1.[CH2:36]([Li:37])[CH2:38][CH2:39][CH3:40].[CH2:43]1[O:44][CH2:45][CH2:46][CH2:47]1.[I:41][CH3:42]>>[CH2:1]([c:2]1[cH:3][cH:4][cH:5][cH:6][cH:7]1)[N:8]1[c:9]2[n:10]([n:22][cH:23][c:24]2[S:25](=[O:26])(=[O:27])[CH:28]([c:29]2[cH:30][cH:31][c:32]([CH3:35])[cH:33][cH:34]2)[CH3:36])[C:11]([CH3:20])([CH3:21])[CH2:12][CH:13]1[c:14]1[cH:15][cH:16][cH:17][cH:18][cH:19]1. Starting materials: CCN1CCc2sc(Br)cc2C1, CC#N, CC1(C)OB(c2cnc(F)c(-c3cc(Cl)ncc3N)c2)OC1(C)C, [F-], [K+]. Yields the product CCN1CCc2sc(-c3cnc(F)c(-c4cc(Cl)ncc4N)c3)cc2C1. As a reaction SMILES: [Br:25][c:26]1[cH:27][c:28]2[c:33]([s:34]1)[CH2:32][CH2:31][N:30]([CH2:35][CH3:36])[CH2:29]2.[CH3:37][C:38]#[N:39].[Cl:1][c:2]1[cH:3][c:4](-[c:9]2[c:10]([F:24])[n:11][cH:12][c:13]([B:15]3[O:16][C:17]([CH3:18])([CH3:19])[C:20]([CH3:21])([CH3:22])[O:23]3)[cH:14]2)[c:5]([NH2:8])[cH:6][n:7]1.[F-:40].[K+:41]>>[Cl:1][c:2]1[cH:3][c:4](-[c:9]2[c:10]([F:24])[n:11][cH:12][c:13](-[c:26]3[cH:27][c:28]4[c:33]([s:34]3)[CH2:32][CH2:31][N:30]([CH2:35][CH3:36])[CH2:29]4)[cH:14]2)[c:5]([NH2:8])[cH:6][n:7]1. Yields the product CCOC(=O)COc1ccc(C(=CC(=O)NCc2cccnc2)c2ccccc2)cc1. Reactants: O=C([O-])[O-], CCOC(=O)Cl, CN(C)C=O, [K+], [K+], O=C(C=C(c1ccccc1)c1ccc(O)cc1)NCc1cccnc1. Reaction SMILES: [C:26](=[O:27])([O-:28])[O-:29].[C:32]([O:33][CH2:34][CH3:35])(=[O:36])[Cl:37].[CH3:38][N:39]([CH3:40])[CH:41]=[O:42].[K+:30].[K+:31].[OH:1][c:2]1[cH:3][cH:4][c:5]([C:8](=[CH:9][C:10](=[O:11])[NH:12][CH2:13][c:14]2[cH:15][n:16][cH:17][cH:18][cH:19]2)[c:20]2[cH:21][cH:22][cH:23][cH:24][cH:25]2)[cH:6][cH:7]1>>[O:1]([c:2]1[cH:3][cH:4][c:5]([C:8](=[CH:9][C:10](=[O:11])[NH:12][CH2:13][c:14]2[cH:15][n:16][cH:17][cH:18][cH:19]2)[c:20]2[cH:21][cH:22][cH:23][cH:24][cH:25]2)[cH:6][cH:7]1)[CH2:26][C:32]([O:33][CH2:34][CH3:35])=[O:36]. Reactants: C(C1=CC=CC=C1)(=O)Cl (benzoyl chloride), C(C)(C)OC1=CC=C(OC(C)C)C=C1 (hydroquinone di-isopropyl ether). Procedure: Following the procedure described above, hydroquinone di-isopropyl ether (5 mmol) was stirred with benzoyl chloride (10 mmol) for 3 hours (RT) to give hydroquinone dibenzoate in a yield of above 80% together with isopropyl chloride and 4-isopropoxyphenyl acetate in about 10%. As a reaction SMILES: [CH:1]([O:4][C:5]1[CH:14]=[CH:13][C:8]([O:9][CH:10]([CH3:12])[CH3:11])=[CH:7][CH:6]=1)([CH3:3])[CH3:2].[C:15]([Cl:23])(=[O:22])[C:16]1[CH:21]=[CH:20][CH:19]=[CH:18][CH:17]=1>>[C:15]([OH:22])(=[O:4])[C:16]1[CH:21]=[CH:20][CH:19]=[CH:18][CH:17]=1.[C:15]([OH:22])(=[O:4])[C:16]1[CH:21]=[CH:20][CH:19]=[CH:18][CH:17]=1.[C:5]1([CH:14]=[CH:13][C:8]([OH:9])=[CH:7][CH:6]=1)[OH:4].[CH:1]([Cl:23])([CH3:3])[CH3:2].[C:1]([O:4][C:5]1[CH:14]=[CH:13][C:8]([O:9][CH:10]([CH3:12])[CH3:11])=[CH:7][CH:6]=1)(=[O:22])[CH3:2] |f:2.3.4|. Product: C(C1=CC=CC=C1)(=O)O.C(C1=CC=CC=C1)(=O)O.C1(O)=CC=C(O)C=C1 (hydroquinone dibenzoate), C(C)(C)Cl (isopropyl chloride), C(C)(=O)OC1=CC=C(C=C1)OC(C)C (4-isopropoxyphenyl acetate). Starting materials: CC[N+]([O-])(CC)CC, CS(C)=O, ClCCl, COC(=O)c1ccc(CBr)c(F)c1, O, O, O. Product: COC(=O)c1ccc(C=O)c(F)c1. As a reaction SMILES: [CH2:16]([N+:17]([CH2:18][CH3:19])([CH2:20][CH3:21])[O-:23])[CH3:22].[CH3:25][S:26](=[O:27])[CH3:28].[Cl:29][CH2:30][Cl:31].[F:1][c:2]1[cH:3][c:4]([C:5](=[O:6])[O:7][CH3:8])[cH:9][cH:10][c:11]1[CH2:12][Br:13].[OH2:14].[OH2:15].[OH2:24]>>[F:1][c:2]1[cH:3][c:4]([C:5](=[O:6])[O:7][CH3:8])[cH:9][cH:10][c:11]1[CH:12]=[O:23]. Reactants: C(C)C1C(CCC(C(OC(C2CCCCN2C(C(C2(C(CC(C(C(CC(CC(=C1)C)C)OC)O2)OC)C)O)=O)=O)=O)C(=CC2CC(C(CC2)N=[N+]=[N-])O)C)C)=O (17-Ethyl-1-hydroxy-12-[2'-(4"-azido-3"-hydroxycyclohexyl)-1'-methylvinyl]-23,25-dimethoxy-13,19,21,27-tetramethyl-11,28-dioxa-4-azatricyclo[22.3.1.04,9 ]octacos-18-ene-2,3,10,16-tetraone), COC(CBr)OC (bromoacetaldehyde dimethyl acetal). Reagents/catalysts: [Ag]=O (silver oxide). Conditions: temperature 70 celsius. Yields the product C(C)C1C(CCC(C(OC(C2CCCCN2C(C(C2(C(CC(C(C(CC(CC(=C1)C)C)OC)O2)OC)C)O)=O)=O)=O)C(=CC2CC(C(CC2)N=[N+]=[N-])OCC(OC)OC)C)C)=O (17-Ethyl-1-hydroxy-12-[2'-(4"-azido-3"-(2,2-dimethoxyethoxy)-cyclohexyl)-1'-methylvinyl]-23,25-dimethoxy-13,19,21,27-tetramethyl-11,28-dioxa-4-azatricyclo[22.3.1.04,9 ]octacos-18-ene-2,3,10,16-tetraone). As a reaction SMILES: [CH2:1]([CH:3]1[CH:29]=[C:28]([CH3:30])[CH2:27][CH:26]([CH3:31])[CH2:25][CH:24]([O:32][CH3:33])[CH:23]2[O:34][C:19]([OH:38])([CH:20]([CH3:37])[CH2:21][CH:22]2[O:35][CH3:36])[C:18](=[O:39])[C:17](=[O:40])[N:16]2[CH:11]([CH2:12][CH2:13][CH2:14][CH2:15]2)[C:10](=[O:41])[O:9][CH:8]([C:42]([CH3:54])=[CH:43][CH:44]2[CH2:49][CH2:48][CH:47]([N:50]=[N+:51]=[N-:52])[CH:46]([OH:53])[CH2:45]2)[CH:7]([CH3:55])[CH2:6][CH2:5][C:4]1=[O:56])[CH3:2].[CH3:57][O:58][CH:59]([O:62][CH3:63])[CH2:60]Br>[Ag]=O>[CH2:1]([CH:3]1[CH:29]=[C:28]([CH3:30])[CH2:27][CH:26]([CH3:31])[CH2:25][CH:24]([O:32][CH3:33])[CH:23]2[O:34][C:19]([OH:38])([CH:20]([CH3:37])[CH2:21][CH:22]2[O:35][CH3:36])[C:18](=[O:39])[C:17](=[O:40])[N:16]2[CH:11]([CH2:12][CH2:13][CH2:14][CH2:15]2)[C:10](=[O:41])[O:9][CH:8]([C:42]([CH3:54])=[CH:43][CH:44]2[CH2:49][CH2:48][CH:47]([N:50]=[N+:51]=[N-:52])[CH:46]([O:53][CH2:60][CH:59]([O:62][CH3:63])[O:58][CH3:57])[CH2:45]2)[CH:7]([CH3:55])[CH2:6][CH2:5][C:4]1=[O:56])[CH3:2]. Reported procedure: A suspension of 17-ethyl-1-hydroxy-12-[2'-(4"-azido-3"-hydroxycyclohexyl)-1'-methylvinyl]-23,25-dimethoxy-13,19,21,27-tetramethyl-11,28-dioxa-4-azatricyclo[22.3.1.04,9 ]octacos-18-ene-2,3,10,16-tetraone (25 mg, Example 42) and silver oxide (25 mg) in 2 ml of bromoacetaldehyde dimethyl acetal is heated at 70° C. for 4 days. The solids are removed by filtration, washed with ethyl acetate, and concentrated in vacuo. The resulting oil is purified by preparative tlc on silica gel to give the title co... Starting materials: CC(C)([O-])C.[Na+] (sodium t-butoxide), ClC(=CC(CC(=O)OCC)C(C)(C)Cl)Cl (ethyl 3-(2,2-dichlorovinyl)-4-chloro-4-methyl-pentanoate), Cl (HCl). The solvent is CN(C=O)C (DMF), CN(C=O)C (dimethylformamide). Yields the product CC1(C(C1C=C(Cl)Cl)C(=O)OCC)C (ethyl 2,2-dimethyl-3-(2,2-dichlorovinyl)-cyclopropane carboxylate). Isolated yield 90.0%. Reaction SMILES: [Cl:1][C:2]([Cl:15])=[CH:3][CH:4]([C:11](Cl)([CH3:13])[CH3:12])[CH2:5][C:6]([O:8][CH2:9][CH3:10])=[O:7].CC(C)([O-])C.[Na+].Cl>CN(C)C=O>[CH3:12][C:11]1([CH3:13])[CH:4]([CH:3]=[C:2]([Cl:15])[Cl:1])[CH:5]1[C:6]([O:8][CH2:9][CH3:10])=[O:7] |f:1.2|. Procedure details: A solution of 274 g (1 mole) ethyl 3-(2,2-dichlorovinyl)-4-chloro-4-methyl-pentanoate in 1.5 liter of dry dimethylformamide (DMF) was cooled to 0° C. A suspension of 101 g (1.05 mole) sodium t-butoxide in 1 liter dry DMF was added to the solution over a period of 2 hours. The reaction mixture was then neutralized with dry HCl. The DMF was distilled off under vacuum to give a 90% yield of ethyl 2,2-dimethyl-3-(2,2-dichlorovinyl)-cyclopropane carboxylate. B.p. 85°-95° C./0.2-0.3 mm Hg. The reactants are NC[C@@H]1CC[C@H](CC1)C(=O)O (trans 4-aminomethylcyclohexanecarboxylic acid), ClC(=O)OCC=C (allyl chloroformate). Solvent: [OH-].[Na+] (NaOH), O1CCOCC1 (dioxane). Run at time 8 hour. The product is C(C=C)OC(=O)NC[C@@H]1CC[C@H](CC1)C(=O)O (trans-4-allyloxycarbonylaminomethylcyclohexanecarboxylic acid). Reaction SMILES: [NH2:1][CH2:2][C@H:3]1[CH2:8][CH2:7][C@H:6]([C:9]([OH:11])=[O:10])[CH2:5][CH2:4]1.Cl[C:13]([O:15][CH2:16][CH:17]=[CH2:18])=[O:14]>[OH-].[Na+].O1CCOCC1>[CH2:16]([O:15][C:13]([NH:1][CH2:2][C@H:3]1[CH2:4][CH2:5][C@H:6]([C:9]([OH:11])=[O:10])[CH2:7][CH2:8]1)=[O:14])[CH:17]=[CH2:18] |f:2.3|. Procedure: A stirred solution of 34.2 g (217.5 mmol) of trans 4-aminomethylcyclohexanecarboxylic acid (Aldrich) in 217 mL of 2M aq. NaOH and 217 mL of dioxane was cooled to 15° C. To this solution was added 25 mL (235 mmol) of allyl chloroformate (Aldrich) in a slow stream. After the addition, the cold bath was removed, and the solution was stirred overnight at ambient temperature. The reaction mixture was poured slowly into a rapidly stirred mixture of 1L of 1M aq. citric acid and ice. The resulting mixtu... The reactants are C(C)OC(CCCCCCN(C1=NC=CC(=C1)OS(=O)(=O)C(F)(F)F)C1=NC=CC=C1)=O (7-[Pyridin-2-yl-(4-trifluoromethanesulfonyloxy-pyridin-2-yl)-amino]-heptanoic acid ethyl ester), FC1=CC=C(C=C1)B(O)O (4-fluorophenylboronic acid), C([O-])([O-])=O.[K+].[K+] (potassium carbonate), O (water). The reagents and catalysts are C=1C=CC(=CC1)[P](C=2C=CC=CC2)(C=3C=CC=CC3)[Pd]([P](C=4C=CC=CC4)(C=5C=CC=CC5)C=6C=CC=CC6)([P](C=7C=CC=CC7)(C=8C=CC=CC8)C=9C=CC=CC9)[P](C=1C=CC=CC1)(C=1C=CC=CC1)C=1C=CC=CC1 (Pd(PPh3)4). Solvent: C1(=CC=CC=C1)C (toluene). Product: C(C)OC(CCCCCCN(C1=NC=CC=C1)C1=NC=CC(=C1)C1=CC=C(C=C1)F)=O (7-{[4-(4-Fluoro-phenyl)-pyridin-2-yl]-pyridin-2-yl-amino}-heptanoic acid ethyl ester). Yield: 71.4%. Reaction SMILES: [CH2:1]([O:3][C:4](=[O:32])[CH2:5][CH2:6][CH2:7][CH2:8][CH2:9][CH2:10][N:11]([C:26]1[CH:31]=[CH:30][CH:29]=[CH:28][N:27]=1)[C:12]1[CH:17]=[C:16](OS(C(F)(F)F)(=O)=O)[CH:15]=[CH:14][N:13]=1)[CH3:2].[F:33][C:34]1[CH:39]=[CH:38][C:37](B(O)O)=[CH:36][CH:35]=1.C(=O)([O-])[O-].[K+].[K+].O>C1(C)C=CC=CC=1.C1C=CC([P]([Pd]([P](C2C=CC=CC=2)(C2C=CC=CC=2)C2C=CC=CC=2)([P](C2C=CC=CC=2)(C2C=CC=CC=2)C2C=CC=CC=2)[P](C2C=CC=CC=2)(C2C=CC=CC=2)C2C=CC=CC=2)(C2C=CC=CC=2)C2C=CC=CC=2)=CC=1>[CH2:1]([O:3][C:4](=[O:32])[CH2:5][CH2:6][CH2:7][CH2:8][CH2:9][CH2:10][N:11]([C:12]1[CH:17]=[C:16]([C:37]2[CH:38]=[CH:39][C:34]([F:33])=[CH:35][CH:36]=2)[CH:15]=[CH:14][N:13]=1)[C:26]1[CH:31]=[CH:30][CH:29]=[CH:28][N:27]=1)[CH3:2] |f:2.3.4,^1:60,62,81,100|. Procedure details: Compound II (54 mg, 0.113 mmol), Pd(PPh3)4 (13 mg, 0.011 mmol), 4-fluorophenylboronic acid (32 mg, 0.23 mmol) and potassium carbonate (63 mg, 0.45 mmol) were stirred in toluene (1.5 mL) and water (0.7 mL) at 120° C. under microwave irradiation (300 W) for 30 min. The reaction mixture was then poured onto brine (5 mL) and extracted with EtOAc (3×5 mL). The organic phases were combined then dried over MgSO4, filtered, and subsequently evaporated under reduced pressure. The resulting residue was pu...